This data is from the Open Reaction Database (ORD), a public repository of structured organic reaction records. The task is: describe an organic reaction: reactants, conditions, products, and yield Starting materials: C#CCOc1ccc(CCC(O[SiH](C)C)C(C)(C)C)cc1, COc1ccc(C2(C)CSc3cc(OC)ccc3C2C#CCCCCCCCO[Si](C)(C)C(C)(C)C)cc1, COCOc1ccc(C2(C)COc3cc(OCOC)ccc3C2=O)cc1. The product is COCOc1ccc(C2(C)COc3cc(OCOC)ccc3C2(O)C#CCOc2ccc(CCC(O[SiH](C)C)C(C)(C)C)cc2)cc1. RXN SMILES: [C:27]([CH3:28])([CH3:29])([CH3:30])[CH:31]([CH2:32][CH2:33][c:34]1[cH:35][cH:36][c:37]([O:38][CH2:39][C:40]#[CH:41])[cH:42][cH:43]1)[O:44][SiH:45]([CH3:46])[CH3:47].[C:48]([Si:49]([CH3:50])([CH3:51])[O:52][CH2:53][CH2:54][CH2:55][CH2:56][CH2:57][CH2:58][CH2:59][C:60]#[C:61][CH:62]1[c:63]2[c:64]([cH:65][c:66]([O:67][CH3:68])[cH:69][cH:70]2)[S:71][CH2:72][C:73]1([c:74]1[cH:75][cH:76][c:77]([O:78][CH3:79])[cH:80][cH:81]1)[CH3:82])([CH3:83])([CH3:84])[CH3:85].[CH3:1][O:2][CH2:3][O:4][c:5]1[cH:6][cH:7][c:8]2[c:13]([cH:14]1)[O:12][CH2:11][C:10]([CH3:15])([c:16]1[cH:17][cH:18][c:19]([O:22][CH2:23][O:24][CH3:25])[cH:20][cH:21]1)[C:9]2=[O:26]>>[CH3:1][O:2][CH2:3][O:4][c:5]1[cH:6][cH:7][c:8]2[c:13]([cH:14]1)[O:12][CH2:11][C:10]([CH3:15])([c:16]1[cH:17][cH:18][c:19]([O:22][CH2:23][O:24][CH3:25])[cH:20][cH:21]1)[C:9]2([OH:26])[C:41]#[C:40][CH2:39][O:38][c:37]1[cH:36][cH:35][c:34]([CH2:33][CH2:32][CH:31]([C:27]([CH3:28])([CH3:29])[CH3:30])[O:44][SiH:45]([CH3:46])[CH3:47])[cH:43][cH:42]1.